From a dataset of the Open Reaction Database (ORD), a public repository of structured organic reaction records. describe an organic reaction: reactants, conditions, products, and yield Reactants: C(C)OC=1C=C(C=CC1)C (3-ethoxytoluene), resultant mixture, P(=O)(Cl)(Cl)Cl (phosphorous oxychloride), CN(C)C=O (DMF), C(C)(=O)[O-].[Na+] (sodium acetate). Run in C(C)(=O)OCC.CCCCCC (ethyl acetate hexane). Product: C(C)OC1=CC(=C(C=O)C=C1)C (4-Ethoxy-2-methylbenzaldehyde). Yield: 9.2%. RXN SMILES: [CH2:1]([O:3][C:4]1[CH:5]=[C:6]([CH3:10])[CH:7]=[CH:8][CH:9]=1)[CH3:2].P(Cl)(Cl)(Cl)=O.CN([CH:19]=[O:20])C.C([O-])(=O)C.[Na+]>C(OCC)(=O)C.CCCCCC>[CH2:1]([O:3][C:4]1[CH:9]=[CH:8][C:7]([CH:19]=[O:20])=[C:6]([CH3:10])[CH:5]=1)[CH3:2] |f:3.4,5.6|. Reported procedure: Using an analogous formylation procedure to that employed by Campaigne et al 3-ethoxytoluene (10.18 g, 75 mmol) was added dropwise to a mixture of phosphorous oxychloride (6.88 mL, 75 mmol) and DMF (21 mL, 0.272 mol) at 0° C. and the resultant mixture was heated to 80-90° C. for 4 hrs before being poured onto crushed ice. The solution was taken to pH 7 with saturated sodium acetate, extracted with dichloromethane and upon drying and solvent removal a clear colourless oil was obtained. Column chr... Reactants: O[C@H](C(=O)O)CC1CC1 (2-(S)-Hydroxy-3-cyclopropyl propanoic acid), TEA, COC1=CC=C(CCl)C=C1 (4-(methoxy)benzyl chloride). Solvent: CN(C)C=O (DMF). The product is hexanes EtOAc, O[C@H](C(=O)OCC1=CC=C(C=C1)OC)CC1CC1 (2-(S)-Hydroxy-3-(cyclopropyl)propanoic acid, 4-(methoxy)benzyl ester). As a reaction SMILES: [OH:1][C@@H:2]([CH2:6][CH:7]1[CH2:9][CH2:8]1)[C:3]([OH:5])=[O:4].[CH3:10][O:11][C:12]1[CH:19]=[CH:18][C:15]([CH2:16]Cl)=[CH:14][CH:13]=1>CN(C=O)C>[OH:1][C@@H:2]([CH2:6][CH:7]1[CH2:9][CH2:8]1)[C:3]([O:5][CH2:16][C:15]1[CH:18]=[CH:19][C:12]([O:11][CH3:10])=[CH:13][CH:14]=1)=[O:4]. Reported procedure: A solution of 4.30 g (33 mmol) of 2-(S)-hydroxy-3-(cyclopropyl)propanoic acid (from Step A), 6.40 mL (46 mmol) of TEA and 5.90 mL (44 mmol) of 4-(methoxy)benzyl chloride in 40 mL of DMF was stirred at rt for 2 h. The mixture was partitioned between 500 mL of ether and 300 mL of H2O and the layers were separated. The organic layer was washed with 300 mL of 2.0 N HCl, 300 mL of sat'd NaHCO3, 2×300 mL of H2O, 300 mL of sat'd NaCl, dried over MgSO4 and concentrated. Flash chromatography on 500 g of ... Reactants: [I-].C(#N)C[P+](C)(C)C (cyanomethyltrimethylphosphonium iodide), C(=O)N1CCN(CC1)CCO (1-Formyl-4-(2-hydroxyethyl)piperazine), FC1=CC2=C(N=C(N2)S)C=C1F (5,6-difluoro-2-mercaptobenzimidazole), C(C)(C)N(CC)C(C)C (diisopropylethylamine). The solvent is C(CC)#N (propionitrile), O (water). Run at temperature 92 celsius, time 1 hour. Yields the product FC1=CC2=C(N=C(N2)SCCN2CCN(CC2)C=O)C=C1F (1-[2-(5,6-difluorobenzimidazol-2-ylthio)ethyl]-4-formylpiperazine). Yield: 77.9%. As a reaction SMILES: [CH:1]([N:3]1[CH2:8][CH2:7][N:6]([CH2:9][CH2:10]O)[CH2:5][CH2:4]1)=[O:2].[F:12][C:13]1[C:22]([F:23])=[CH:21][C:16]2[N:17]=[C:18]([SH:20])[NH:19][C:15]=2[CH:14]=1.C(N(C(C)C)CC)(C)C.[I-].C(C[P+](C)(C)C)#N>C(#N)CC.O>[F:23][C:22]1[C:13]([F:12])=[CH:14][C:15]2[N:19]=[C:18]([S:20][CH2:10][CH2:9][N:6]3[CH2:7][CH2:8][N:3]([CH:1]=[O:2])[CH2:4][CH2:5]3)[NH:17][C:16]=2[CH:21]=1 |f:3.4|. Reported procedure: 1-Formyl-4-(2-hydroxyethyl)piperazine (1.11 g, 7.0 mmol), 5,6-difluoro-2-mercaptobenzimidazole (1.30 g, 7.0 mmol), and diisopropylethylamine (3.62 g, 28.0 mmol) were dissolved in propionitrile (50 mL), and cyanomethyltrimethylphosphonium iodide (6.80 g, 28.0 mmol) was added thereto, followed by stirring for one hour at 92° C. under argon. The reaction mixture was allowed to cool and then poured in water (100 mL), followed by extraction with chloroform (100 mL×3). The organic layer was washed wit...